This data is from the Open Reaction Database (ORD), a public repository of structured organic reaction records. The task is: describe an organic reaction: reactants, conditions, products, and yield The reactants are S(=O)(=O)(C)CCC#CC1=CC=CC=C1 (1-mesyl-4-phenylbut-3-yne), C(C1=CC=CC=C1)C1CCNCC1 (4-benzylpiperidine), C(=O)([O-])[O-].[K+].[K+] (K2CO3). The solvent is CC#N (CH3CN). The product is C(C1=CC=CC=C1)C1CCN(CC1)CCC#CC1=CC=CC=C1 (4-Benzyl-1-(4-phenyl-3-butynyl)piperidine). Isolated yield 37.9%. As a reaction SMILES: S([CH2:5][CH2:6][C:7]#[C:8][C:9]1[CH:14]=[CH:13][CH:12]=[CH:11][CH:10]=1)(C)(=O)=O.[CH2:15]([CH:22]1[CH2:27][CH2:26][NH:25][CH2:24][CH2:23]1)[C:16]1[CH:21]=[CH:20][CH:19]=[CH:18][CH:17]=1.C([O-])([O-])=O.[K+].[K+]>CC#N>[CH2:8]([CH:7]1[CH2:27][CH2:26][N:25]([CH2:24][CH2:23][C:22]#[C:15][C:16]2[CH:17]=[CH:18][CH:19]=[CH:20][CH:21]=2)[CH2:5][CH2:6]1)[C:9]1[CH:14]=[CH:13][CH:12]=[CH:11][CH:10]=1 |f:2.3.4|. Reported procedure: A mixture of 1-mesyl-4-phenylbut-3-yne (200 mg, 0.87 mmol), 4-benzylpiperidine (175 mg, 1.00 mmol) and K2CO3 (368 mg, 2.67 mmol) in CH3CN (10 mL) is refluxed for 12 hr. The mixture is filtered and washed with EtOAc (3×15 mL). The filtrate is evaporated in vacuo and is purified by flash chromatography to give the product as an oil (100 mg, 38%): 1H NMR (CDCl3) 1.45 (m, 2 H), 1.52 (m, 1 H), 1.65 (m, 2 H), 2.05 (t, J=6.6 Hz, 2 H), 2.54 (m, 2 H), 2.68 (m, 4 H), 2.97 (d, J=11 Hz, 2 H), 7.13-7.36 (m, ... Reactants: COC(=O)C1CN(Cc2ccccn2)C(=O)N1C, Cl, [Li+], C1CCOC1, [OH-]. Product: CN1C(=O)N(Cc2ccccn2)CC1C(=O)O. RXN SMILES: [CH3:1][N:2]1[C:3](=[O:18])[N:4]([CH2:11][c:12]2[n:13][cH:14][cH:15][cH:16][cH:17]2)[CH2:5][CH:6]1[C:7](=[O:8])[O:9][CH3:10].[ClH:21].[Li+:19].[O:22]1[CH2:23][CH2:24][CH2:25][CH2:26]1.[OH-:20]>>[CH3:1][N:2]1[C:3](=[O:18])[N:4]([CH2:11][c:12]2[n:13][cH:14][cH:15][cH:16][cH:17]2)[CH2:5][CH:6]1[C:7](=[O:8])[OH:9]. The reactants are CC=1C=C(C(=O)C2=CC=C(C=C2)[N+](=O)[O-])C=C(C1O)C (3,5-dimethyl-4-hydroxy-4'-nitrobenzophenone), C(=O)([O-])[O-].[K+].[K+] (K2CO3), CI (CH3I). The solvent is CC(=O)C (acetone). The product is CC=1C=C(C(=O)C2=CC=C(C=C2)[N+](=O)[O-])C=C(C1OC)C (3,5-dimethyl-4-methoxy-4'-nitrobenzophenone). The yield is 94.3%. As a reaction SMILES: [CH3:1][C:2]1[CH:3]=[C:4]([CH:16]=[C:17]([CH3:20])[C:18]=1[OH:19])[C:5]([C:7]1[CH:12]=[CH:11][C:10]([N+:13]([O-:15])=[O:14])=[CH:9][CH:8]=1)=[O:6].[C:21]([O-])([O-])=O.[K+].[K+].CI>CC(C)=O>[CH3:20][C:17]1[CH:16]=[C:4]([CH:3]=[C:2]([CH3:1])[C:18]=1[O:19][CH3:21])[C:5]([C:7]1[CH:8]=[CH:9][C:10]([N+:13]([O-:15])=[O:14])=[CH:11][CH:12]=1)=[O:6] |f:1.2.3|. Procedure: A solution containing compound 1 (15.0 g, 55.4 mmol), K2CO3 (20.0 g, 0.145 mol) and CH3I (30 mL, 0.48 mol) in 250 mL acetone was refluxed for 6 hours. The solvent was evaporated and the residue partitioned between CH2Cl2 and H2O. The organic layer was dried over Na2SO4, filtered and evaporated to leave a yellow-white powder. Recrystallization from CH3OH/pet ether at -20° C. gave 14.9 g of white crystals (94%) Tee material was characterized by NMR, TLC, mass spectroscopy, IR and elemental analysi... Reactants: Cn1cnn(-c2cc(F)ccc2CNC(=O)c2nc3n(c(=O)c2OCc2ccccc2)CCOCC32CCOCC2)c1=O, CCOC(C)=O, [H][H]. Yields the product Cn1cnn(-c2cc(F)ccc2CNC(=O)c2nc3n(c(=O)c2O)CCOCC32CCOCC2)c1=O. As a reaction SMILES: [CH2:1]([c:2]1[cH:3][cH:4][cH:5][cH:6][cH:7]1)[O:8][c:9]1[c:10]([C:26](=[O:27])[NH:28][CH2:29][c:30]2[c:31](-[n:37]3[n:38][cH:39][n:40]([CH3:43])[c:41]3=[O:42])[cH:32][c:33]([F:36])[cH:34][cH:35]2)[n:11][c:12]2[n:13]([c:24]1=[O:25])[CH2:14][CH2:15][O:16][CH2:17][C:18]21[CH2:19][CH2:20][O:21][CH2:22][CH2:23]1.[CH3:46][CH2:47][O:48][C:49](=[O:50])[CH3:51].[H:44][H:45]>>[OH:8][c:9]1[c:10]([C:26](=[O:27])[NH:28][CH2:29][c:30]2[c:31](-[n:37]3[n:38][cH:39][n:40]([CH3:43])[c:41]3=[O:42])[cH:32][c:33]([F:36])[cH:34][cH:35]2)[n:11][c:12]2[n:13]([c:24]1=[O:25])[CH2:14][CH2:15][O:16][CH2:17][C:18]21[CH2:19][CH2:20][O:21][CH2:22][CH2:23]1. Starting materials: CO, COc1cc2c(cc1[N+](=O)[O-])NC(=O)CC2(C)C, CCOC(C)=O, [H][H]. Yields the product COc1cc2c(cc1N)NC(=O)CC2(C)C. As a reaction SMILES: [CH3:19][OH:20].[CH3:1][C:2]1([CH3:18])[CH2:3][C:4](=[O:17])[NH:5][c:6]2[cH:7][c:8]([N+:14]([O-:15])=[O:16])[c:9]([O:12][CH3:13])[cH:10][c:11]21.[CH3:23][CH2:24][O:25][C:26](=[O:27])[CH3:28].[H:21][H:22]>>[CH3:1][C:2]1([CH3:18])[CH2:3][C:4](=[O:17])[NH:5][c:6]2[cH:7][c:8]([NH2:14])[c:9]([O:12][CH3:13])[cH:10][c:11]21.